Dataset: the Open Reaction Database (ORD), a public repository of structured organic reaction records. Task: describe an organic reaction: reactants, conditions, products, and yield Starting materials: NC1=C2C(C(=CN(C2=C(C(=C1F)F)C)C1=NC(=C(C=C1F)F)NCC1=CC=C(C=C1)OC)C(=O)OCC)=O (ethyl 5-amino-6,7-difluoro-1-(3,5-difluoro-6-p-methoxybenzylaminopyridine-2-yl)-8-methyl-1,4-dihydro-4-oxoquinoline-3-carboxylate). Solvent: Cl (hydrochloric acid). The product is NC1=C2C(C(=CN(C2=C(C(=C1F)F)C)C1=NC(=C(C=C1F)F)N)C(=O)O)=O (5-amino-1-(6-amino-3,5-difluoropyridine-2-yl)-6,7-difluoro-8-methyl-1,4-dihydro-4-oxoquinoline-3-carboxylic acid). The yield is 123.4%. As a reaction SMILES: [NH2:1][C:2]1[C:11]([F:12])=[C:10]([F:13])[C:9]([CH3:14])=[C:8]2[C:3]=1[C:4](=[O:38])[C:5]([C:33]([O:35]CC)=[O:34])=[CH:6][N:7]2[C:15]1[C:20]([F:21])=[CH:19][C:18]([F:22])=[C:17]([NH:23]CC2C=CC(OC)=CC=2)[N:16]=1>Cl>[NH2:1][C:2]1[C:11]([F:12])=[C:10]([F:13])[C:9]([CH3:14])=[C:8]2[C:3]=1[C:4](=[O:38])[C:5]([C:33]([OH:35])=[O:34])=[CH:6][N:7]2[C:15]1[C:20]([F:21])=[CH:19][C:18]([F:22])=[C:17]([NH2:23])[N:16]=1. Procedure details: To 0.99 g of ethyl 5-amino-6,7-difluoro-1-(3,5-difluoro-6-p-methoxybenzylaminopyridine-2-yl)-8-methyl-1,4-dihydro-4-oxoquinoline-3-carboxylate was added 10 ml of 12N hydrochloric acid, and the mixture was heated under reflux for 10 hours. The reaction solution was allowed to cool, and the solid content was collected by filtration. The solid content was washed with ethanol, and then, with diethylether to obtain 880 mg of the title compound as a yellow powder. Starting materials: CCOC(=O)C1CC1c1ccc(C(C)(C)C)c(F)c1, C1CCOC1, CO, Cl, [Na+], [OH-]. The product is CC(C)(C)c1ccc(C2CC2C(=O)O)cc1F. As a reaction SMILES: [C:6]([CH3:7])([CH3:8])([CH3:9])[c:10]1[c:11]([F:24])[cH:12][c:13]([CH:16]2[CH:17]([C:19](=[O:20])[O:21][CH2:22][CH3:23])[CH2:18]2)[cH:14][cH:15]1.[CH2:1]1[O:2][CH2:3][CH2:4][CH2:5]1.[CH3:28][OH:29].[ClH:27].[Na+:26].[OH-:25]>>[C:6]([CH3:7])([CH3:8])([CH3:9])[c:10]1[c:11]([F:24])[cH:12][c:13]([CH:16]2[CH:17]([C:19](=[O:20])[OH:21])[CH2:18]2)[cH:14][cH:15]1. Reactants: CS(=O)(=O)NCC1=CC=C(C(=O)O)C=C1 (4-(methanesulfonylaminomethyl)benzoic acid), Cl.CC1=CC=C(C=C1)C(=O)C1CCNCC1 ((4-methylphenyl)(piperidin-4-yl)methanone hydrochloride). Yields the product CC1=CC=C(C(=O)C2CCN(CC2)C(=O)C2=CC=C(CNS(=O)(=O)C)C=C2)C=C1 (N-{4-[4-(4-methylbenzoyl)piperidine-1-carbonyl]benzyl}methanesulfonamide). Yield: 32.0%. As a reaction SMILES: [CH3:1][S:2]([NH:5][CH2:6][C:7]1[CH:15]=[CH:14][C:10]([C:11]([OH:13])=O)=[CH:9][CH:8]=1)(=[O:4])=[O:3].Cl.[CH3:17][C:18]1[CH:23]=[CH:22][C:21]([C:24]([CH:26]2[CH2:31][CH2:30][NH:29][CH2:28][CH2:27]2)=[O:25])=[CH:20][CH:19]=1>>[CH3:17][C:18]1[CH:19]=[CH:20][C:21]([C:24]([CH:26]2[CH2:27][CH2:28][N:29]([C:11]([C:10]3[CH:9]=[CH:8][C:7]([CH2:6][NH:5][S:2]([CH3:1])(=[O:3])=[O:4])=[CH:15][CH:14]=3)=[O:13])[CH2:30][CH2:31]2)=[O:25])=[CH:22][CH:23]=1 |f:1.2|. Reported procedure: Using 4-(methanesulfonylaminomethyl)benzoic acid (145 mg) and (4-methylphenyl)(piperidin-4-yl)methanone hydrochloride (152 mg) and by the reaction and treatment in the same manner as in Example 86, the title compound (84 mg) was obtained. Reactants: NC=1C=CC2=C(NC(CO2)=O)C1 (6-amino-2H-1,4-benzoxazin-3(4H)-one), C(C(=C)CC(=O)O)(=O)O (itaconic acid). Solvent: O (water). Product: O=C1CC(CN1C=1C=CC2=C(NC(CO2)=O)C1)C(=O)O (5-Oxo-1-(3-oxo-3,4-dihydro-2H-1,4-benzoxazin-6-yl)pyrrolidin-3-carboxylic acid). Yield: 95.6%. As a reaction SMILES: [NH2:1][C:2]1[CH:3]=[CH:4][C:5]2[O:10][CH2:9][C:8](=[O:11])[NH:7][C:6]=2[CH:12]=1.[C:13]([OH:21])(=[O:20])[C:14]([CH2:16][C:17](O)=[O:18])=[CH2:15]>O>[O:18]=[C:17]1[N:1]([C:2]2[CH:3]=[CH:4][C:5]3[O:10][CH2:9][C:8](=[O:11])[NH:7][C:6]=3[CH:12]=2)[CH2:15][CH:14]([C:13]([OH:21])=[O:20])[CH2:16]1. Procedure: A mixture of 6-amino-2H-1,4-benzoxazin-3(4H)-one (4.93 g, 30.0 mmol), itaconic acid (4.06 g, 31.2 mmol) and water (80 ml) was heated under reflux overnight. The reaction solution was cooled, and the insoluble material was collected by filtration and washed with water and diethyl ether. The filtrate was dried at 50° C. under reduced pressure to yield 7.92 g (96%) of the title compound in the form of a brownish solid. Starting materials: C(C=C)OC1(CCN(CC1)C1=C(C(=NC=2N1N=C(C2)CO)C)[C@@H](C(=O)OCC)OC(C)(C)C)C ((S)-ethyl 2-(7-(4-(allyloxy)-4-methylpiperidin-1-yl)-2-(hydroxymethyl)-5-methylpyrazolo[1,5-a]pyrimidin-6-yl)-2-(tert-butoxy)acetate), BrC1=C(C=CC(=C1)C(F)(F)F)CBr (2-bromo-1-(bromomethyl)-4-(trifluoromethyl)benzene), [H-].[Na+] (sodium hydride). Run in CN(C)C=O (DMF). Reaction conditions: time 30 minute. Product: C(C=C)OC1(CCN(CC1)C1=C(C(=NC=2N1N=C(C2)COCC2=C(C=C(C=C2)C(F)(F)F)Br)C)[C@@H](C(=O)OCC)OC(C)(C)C)C ((S)-Ethyl 2-(7-(4-(allyloxy)-4-methylpiperidin-1-yl)-2-(((2-bromo-4-(trifluoromethyl)benzyl)oxy)methyl)-5-methylpyrazolo[1,5-a]pyrimidin-6-yl)-2-(tert-butoxy)acetate). The yield is 66.7%. Reaction SMILES: [CH2:1]([O:4][C:5]1([CH3:34])[CH2:10][CH2:9][N:8]([C:11]2[N:16]3[N:17]=[C:18]([CH2:20][OH:21])[CH:19]=[C:15]3[N:14]=[C:13]([CH3:22])[C:12]=2[C@H:23]([O:29][C:30]([CH3:33])([CH3:32])[CH3:31])[C:24]([O:26][CH2:27][CH3:28])=[O:25])[CH2:7][CH2:6]1)[CH:2]=[CH2:3].[Br:35][C:36]1[CH:41]=[C:40]([C:42]([F:45])([F:44])[F:43])[CH:39]=[CH:38][C:37]=1[CH2:46]Br.[H-].[Na+]>CN(C=O)C>[CH2:1]([O:4][C:5]1([CH3:34])[CH2:10][CH2:9][N:8]([C:11]2[N:16]3[N:17]=[C:18]([CH2:20][O:21][CH2:46][C:37]4[CH:38]=[CH:39][C:40]([C:42]([F:43])([F:45])[F:44])=[CH:41][C:36]=4[Br:35])[CH:19]=[C:15]3[N:14]=[C:13]([CH3:22])[C:12]=2[C@H:23]([O:29][C:30]([CH3:33])([CH3:32])[CH3:31])[C:24]([O:26][CH2:27][CH3:28])=[O:25])[CH2:7][CH2:6]1)[CH:2]=[CH2:3] |f:2.3|. Reported procedure: To a solution of (S)-ethyl 2-(7-(4-(allyloxy)-4-methylpiperidin-1-yl)-2-(hydroxymethyl)-5-methylpyrazolo[1,5-a]pyrimidin-6-yl)-2-(tert-butoxy)acetate (0.200 g, 0.421 mmol) and 2-bromo-1-(bromomethyl)-4-(trifluoromethyl)benzene (0.268 g, 0.843 mmol) in DMF (1 mL) was added sodium hydride (0.051 g, 1.264 mmol). The mixture was stirred at rt. After 30 min, the reaction was quenched with water and extracted with EtOAc (3×'s). The organic phases were combined and washed with brine, dried, filtered an... The reactants are CC1(OB(OC1(C)C)C1=CC=C2C=C(N=CC2=C1)NC(=O)C1CC1)C (N-(7-(4,4,5,5-tetramethyl-1,3,2-dioxaborolan-2-yl)isoquinolin-3-yl)cyclopropanecarboxamide), ClC1=C(C#N)C=CC(=C1)O (2-chloro-4-hydroxybenzonitrile), C([O-])([O-])=O.[Na+].[Na+] (sodium carbonate). The reagents and catalysts are CC(C)(C)P(C1=CC=C(C=C1)N(C)C)C(C)(C)C.CC(C)(C)P(C1=CC=C(C=C1)N(C)C)C(C)(C)C.Cl[Pd]Cl (bis(di-tert-butyl(4-dimethylaminophenyl)phosphine)dichloropalladium(II)). The solvent is C(C)#N (acetonitrile), C(C)(=O)OCC (ethyl acetate). Run at temperature 120 celsius. Yields the product C(#N)C1=C(C=C(C=C1)O)C1=CC=C2C=C(N=CC2=C1)NC(=O)C1CC1 (N-(7-(2-cyano-5-hydroxyphenyl)isoquinolin-3-yl)cyclopropanecarboxamide). Isolated yield 91.1%. RXN SMILES: CC1(C)C(C)(C)OB([C:9]2[CH:18]=[C:17]3[C:12]([CH:13]=[C:14]([NH:19][C:20]([CH:22]4[CH2:24][CH2:23]4)=[O:21])[N:15]=[CH:16]3)=[CH:11][CH:10]=2)O1.Cl[C:27]1[CH:34]=[C:33]([OH:35])[CH:32]=[CH:31][C:28]=1[C:29]#[N:30].C(=O)([O-])[O-].[Na+].[Na+]>C(#N)C.C(OCC)(=O)C.CC(P(C(C)(C)C)C1C=CC(N(C)C)=CC=1)(C)C.CC(P(C(C)(C)C)C1C=CC(N(C)C)=CC=1)(C)C.Cl[Pd]Cl>[C:29]([C:28]1[CH:27]=[CH:34][C:33]([OH:35])=[CH:32][C:31]=1[C:9]1[CH:18]=[C:17]2[C:12]([CH:13]=[C:14]([NH:19][C:20]([CH:22]3[CH2:23][CH2:24]3)=[O:21])[N:15]=[CH:16]2)=[CH:11][CH:10]=1)#[N:30] |f:2.3.4,7.8.9|. Reported procedure: A mixture of N-(7-(4,4,5,5-tetramethyl-1,3,2-dioxaborolan-2-yl)isoquinolin-3-yl)cyclopropanecarboxamide (48 mg, 0.1 mmol), 2-chloro-4-hydroxybenzonitrile (45 mg, 0.3 mmol), bis(di-tert-butyl(4-dimethylaminophenyl)phosphine)dichloropalladium(II) (10 mg, 0.015 mmol), and saturated aqueous sodium carbonate (0.1 mL) in acetonitrile (1 mL) was heated under microwave irradiation (Biotage, 200 watts) at 120° C. for 20 minutes. The cooled reaction mixture was diluted with ethyl acetate (50 mL) and washe... Reactants: OCCOC1=CC=C(C=C1)C1(C2=CC=CC=C2C=2C=CC=CC12)C1=CC=C(C=C1)OCCO (9,9-bis(4-(2-hydroxyethoxy)phenyl)fluorene), ( a ), C1(C=CC=C2C3=CC=CC=C3C=C12)=O (fluorenone), S(O)(O)(=O)=O (sulfuric acid), O(C1=CC=CC=C1)C(C)O (phenoxyethanol). The product is OCCOC1=CC=C(C=C1)C1(C2=CC=CC=C2C=2C=CC=CC12)C1=CC=C(C=C1)OCCO (9,9-bis(4-(2-hydroxyethoxy)phenyl)fluorene), C1(C=CC=C2C3=CC=CC=C3C=C12)=O (fluorenone), O(C1=CC=CC=C1)CCO (2-phenoxyethanol). RXN SMILES: S(=O)(=O)(O)O.[OH:6][CH2:7][CH2:8][O:9][C:10]1[CH:15]=[CH:14][C:13]([C:16]2([C:29]3[CH:34]=[CH:33][C:32]([O:35][CH2:36][CH2:37][OH:38])=[CH:31][CH:30]=3)[C:28]3[CH:27]=[CH:26][CH:25]=[CH:24][C:23]=3[C:22]3[C:17]2=[CH:18][CH:19]=[CH:20][CH:21]=3)=[CH:12][CH:11]=1.[C:39]1(=[O:52])[C:51]2[C:43]([C:44]3[C:49]([CH:50]=2)=[CH:48][CH:47]=[CH:46][CH:45]=3)=[CH:42][CH:41]=[CH:40]1.O(C(O)C)C1C=CC=CC=1>>[OH:38][CH2:37][CH2:36][O:35][C:32]1[CH:33]=[CH:34][C:29]([C:16]2([C:13]3[CH:12]=[CH:11][C:10]([O:9][CH2:8][CH2:7][OH:6])=[CH:15][CH:14]=3)[C:17]3[CH:18]=[CH:19][CH:20]=[CH:21][C:22]=3[C:23]3[C:28]2=[CH:27][CH:26]=[CH:25][CH:24]=3)=[CH:30][CH:31]=1.[C:39]1(=[O:52])[C:51]2[C:43]([C:44]3[C:49]([CH:50]=2)=[CH:48][CH:47]=[CH:46][CH:45]=3)=[CH:42][CH:41]=[CH:40]1.[O:9]([CH2:8][CH2:7][OH:6])[C:10]1[CH:15]=[CH:14][CH:13]=[CH:12][CH:11]=1. Procedure: Further, the inventors of the present invention disclose, as a method using no sulfuric acid, a method of obtaining 9,9-bis(4-(2-hydroxyethoxy)phenyl)fluorene by reacting fluorenone with phenoxyethanol in the presence of a heteropoly acid serving as a catalyst, which method includes (a) partitioning a target substance into an organic phase by adding an extract agent constituted by water and an organic solvent to a reaction liquid and (b) recovering the target substance (refer to Patent Literatur... The reactants are Cc1cn(C2([SiH](c3ccccc3)c3ccccc3)CC(OC(C)(C)C)C(CON3C(=O)c4ccccc4C3=O)O2)c(=O)[nH]c1=O, CNN, ClCCl. Product: Cc1cn(C2([SiH](c3ccccc3)c3ccccc3)CC(OC(C)(C)C)C(CON)O2)c(=O)[nH]c1=O. Reaction SMILES: [C:1]1(=[O:2])[N:5]([O:6][CH2:7][CH:8]2[CH:9]([O:35][C:36]([CH3:37])([CH3:38])[CH3:39])[CH2:10][C:11]([n:13]3[c:14](=[O:15])[nH:16][c:17](=[O:18])[c:19]([CH3:20])[cH:21]3)([SiH:22]([c:23]3[cH:24][cH:25][cH:26][cH:27][cH:28]3)[c:29]3[cH:30][cH:31][cH:32][cH:33][cH:34]3)[O:12]2)[C:3](=[O:4])[c:40]2[cH:41][cH:42][cH:43][cH:44][c:45]21.[CH3:46][NH:47][NH2:48].[Cl:49][CH2:50][Cl:51]>>[NH2:5][O:6][CH2:7][CH:8]1[CH:9]([O:35][C:36]([CH3:37])([CH3:38])[CH3:39])[CH2:10][C:11]([n:13]2[c:14](=[O:15])[nH:16][c:17](=[O:18])[c:19]([CH3:20])[cH:21]2)([SiH:22]([c:23]2[cH:24][cH:25][cH:26][cH:27][cH:28]2)[c:29]2[cH:30][cH:31][cH:32][cH:33][cH:34]2)[O:12]1.